From a dataset of the Open Reaction Database (ORD), a public repository of structured organic reaction records. describe an organic reaction: reactants, conditions, products, and yield Reactants: FC(S(=O)(=O)OC1=NC=C(C(=C1)CC1=CC=CC=C1)Br)(F)F (4-benzyl-5-bromo-2-pyridyl trifluoromethanesulfonate), C(C)(=O)O.O[C@@H]1CNC[C@H]1O ((3R,4R)-3,4-dihydroxypyrrolidine acetate), C1CCC2=NCCCN2CC1 (1,8-diazabicyclo[5.4.0]-7-undecene). Run in O1CCCC1 (tetrahydrofuran). Conditions: time 3 hour. Product: C(C1=CC=CC=C1)C1=CC(=NC=C1Br)N1C[C@H]([C@@H](C1)O)O (4-Benzyl-5-bromo-2-[(3R,4R)-3,4-dihydroxypyrrolidine-1-yl]pyridine). The yield is 47.4%. As a reaction SMILES: FC(F)(F)S(O[C:7]1[CH:12]=[C:11]([CH2:13][C:14]2[CH:19]=[CH:18][CH:17]=[CH:16][CH:15]=2)[C:10]([Br:20])=[CH:9][N:8]=1)(=O)=O.C(O)(=O)C.[OH:27][C@H:28]1[C@H:32]([OH:33])[CH2:31][NH:30][CH2:29]1.C1CCN2C(=NCCC2)CC1>O1CCCC1>[CH2:13]([C:11]1[C:10]([Br:20])=[CH:9][N:8]=[C:7]([N:30]2[CH2:31][C@@H:32]([OH:33])[C@H:28]([OH:27])[CH2:29]2)[CH:12]=1)[C:14]1[CH:19]=[CH:18][CH:17]=[CH:16][CH:15]=1 |f:1.2|. Procedure details: A mixture of 4.0 g of 4-benzyl-5-bromo-2-pyridyl trifluoromethanesulfonate, 1.8 g of (3R,4R)-3,4-dihydroxypyrrolidine acetate, 3 ml of 1,8-diazabicyclo[5.4.0]-7-undecene and 5 ml of tetrahydrofuran was heated under stirring for 3 hours in an oil bath kept at 70° C. in a nitrogen atmosphere. After cooling as it was, the reaction mixture was extracted with ethyl acetate-water. The organic phase was washed with water and brine, dried over anhydrous magnesium sulfate and evaporated. The residue was ... The reactants are Cl.ClCC=1C=NC2=CC(=CC=C2C1)OC (3-(Chloromethyl)-7-methoxyquinoline hydrochloride), Cl.ClCC=1C=NC2=CC(=CC=C2C1)OC (3-(chloromethyl)-7-methoxyquinoline hydrochloride), C(=O)(O)[O-].[Na+] (NaHCO3), COC=1C=C2C=C(N=C(C2=CC1OC)C)O (6,7-dimethoxy-1-methylisoquinolin-3-ol), COC=1C=C2C=C(N=C(C2=CC1OC)C)O (6,7-Dimethoxy-1-methylisoquinolin-3-ol), C(CC(O)(C(=O)O)CC(=O)O)(=O)O (citric acid), [OH-].[K+] (KOH), [OH-].[K+] (KOH). The solvent is CCOC(=O)C (EtOAc), C1(=CC=CC=C1)C (toluene). Run at temperature 150 celsius, time 20 minute. Product: COC=1C=C2C(=C(N=C(C2=CC1OC)C)O)CC=1C=NC2=CC(=CC=C2C1)OC (6,7-dimethoxy-4-((7-methoxyquinolin-3-yl)methyl)-1-methylisoquinolin-3-ol). RXN SMILES: [CH3:1][O:2][C:3]1[CH:4]=[C:5]2[C:10](=[CH:11][C:12]=1[O:13][CH3:14])[C:9]([CH3:15])=[N:8][C:7]([OH:16])=[CH:6]2.[OH-].[K+].Cl.Cl[CH2:21][C:22]1[CH:23]=[N:24][C:25]2[C:30]([CH:31]=1)=[CH:29][CH:28]=[C:27]([O:32][CH3:33])[CH:26]=2.C(O)(=O)CC(CC(O)=O)(C(O)=O)O.C([O-])(O)=O.[Na+]>C1(C)C=CC=CC=1.CCOC(C)=O>[CH3:1][O:2][C:3]1[CH:4]=[C:5]2[C:10](=[CH:11][C:12]=1[O:13][CH3:14])[C:9]([CH3:15])=[N:8][C:7]([OH:16])=[C:6]2[CH2:21][C:22]1[CH:23]=[N:24][C:25]2[C:30]([CH:31]=1)=[CH:29][CH:28]=[C:27]([O:32][CH3:33])[CH:26]=2 |f:1.2,3.4,6.7|. Procedure: To a solution of 6,7-dimethoxy-1-methylisoquinolin-3-ol CCH 18060 (200 mg, 912 μmol) in toluene (15 mL) in a 20 mL microwave vial equipped with a magnetic stirrer was added a 2 N aq. KOH solution (0.95 mL, 1.90 mmol) at RT followed by 3-(chloromethyl)-7-methoxyquinoline hydrochloride MDE 32012 (245 mg, 1.00 mmol) and the mixture was stirred at 150° C. for 20 min under microwave irradiation. After cooling to RT, another portion of a 2 N aq. KOH solution (0.30 mL, 0.60 mmol) was added and the mixt... The reactants are CN(C)C=O, Oc1ccc(Cl)cc1, [H-], Nc1cc(Cl)ccc1[N+](=O)[O-], [Na+], O. Yields the product Nc1cc(Oc2ccc(Cl)cc2)ccc1[N+](=O)[O-]. As a reaction SMILES: [CH3:3][N:4]([CH3:5])[CH:6]=[O:7].[Cl:8][c:9]1[cH:10][cH:11][c:12]([OH:15])[cH:13][cH:14]1.[H-:1].[NH2:16][c:17]1[c:18]([N+:24](=[O:25])[O-:26])[cH:19][cH:20][c:21]([Cl:23])[cH:22]1.[Na+:2].[OH2:27]>>[Cl:8][c:9]1[cH:10][cH:11][c:12]([O:15][c:21]2[cH:20][cH:19][c:18]([N+:24](=[O:25])[O-:26])[c:17]([NH2:16])[cH:22]2)[cH:13][cH:14]1. Starting materials: [BH4-], CO, [Na+], O=Cc1cccc(-c2cc(-c3cc4ccccc4s3)c3[nH]ncc3c2)c1. Product: OCc1cccc(-c2cc(-c3cc4ccccc4s3)c3[nH]ncc3c2)c1. Reaction SMILES: [BH4-:27].[CH3:29][OH:30].[Na+:28].[s:1]1[c:2]2[c:3]([cH:4][c:5]1-[c:6]1[cH:7][c:8](-[c:15]3[cH:16][c:17]([CH:18]=[O:19])[cH:20][cH:21][cH:22]3)[cH:9][c:10]3[cH:11][n:12][nH:13][c:14]13)[cH:23][cH:24][cH:25][cH:26]2>>[s:1]1[c:2]2[c:3]([cH:4][c:5]1-[c:6]1[cH:7][c:8](-[c:15]3[cH:16][c:17]([CH2:18][OH:19])[cH:20][cH:21][cH:22]3)[cH:9][c:10]3[cH:11][n:12][nH:13][c:14]13)[cH:23][cH:24][cH:25][cH:26]2. The reactants are CCCCCCCCO, Cl, Cl, NCC(=O)CCC(=O)O. Product: Cl, CCCCCCCCOC(=O)CCC(=O)CN. As a reaction SMILES: [CH2:12]([CH2:13][CH2:14][CH2:15][CH2:16][CH2:17][CH2:18][CH3:19])[OH:20].[ClH:11].[ClH:1].[NH2:2][CH2:3][C:4]([CH2:5][CH2:6][C:7](=[O:8])[OH:9])=[O:10]>>[ClH:1].[NH2:2][CH2:3][C:4]([CH2:5][CH2:6][C:7](=[O:8])[O:9][CH2:12][CH2:13][CH2:14][CH2:15][CH2:16][CH2:17][CH2:18][CH3:19])=[O:10].